This data is from the Open Reaction Database (ORD), a public repository of structured organic reaction records. The task is: describe an organic reaction: reactants, conditions, products, and yield Reactants: C(C)(C)(C)N1N=CC(=C(C1=O)CO)SCC1=CC=C(C=C1)C(C)(C)C (2-tert-butyl-4-hydoxymethyl-5-(4-tert-butylbenzyl)thio-3(2H)-pyridazinone), N1=CC=CC=C1 (pyridine), C1(=CC=C(C=C1)S(=O)(=O)Cl)C (p-Toluenesulfonyl chloride). The solvent is C(C)(=O)OCC (ethyl acetate). Reaction conditions: time 4 hour. Yields the product C(C)(C)(C)N1N=CC(=C(C1=O)COS(=O)(=O)C1=CC=C(C=C1)C)SCC1=CC=C(C=C1)C(C)(C)C (2-tert-butyl-4-p-toluenesulfonyloxymethyl-5-(4-tert-butylbenzyl)thio-3(2H)-pyridazinone). Reaction SMILES: [C:1]([N:5]1[C:10](=[O:11])[C:9]([CH2:12][OH:13])=[C:8]([S:14][CH2:15][C:16]2[CH:21]=[CH:20][C:19]([C:22]([CH3:25])([CH3:24])[CH3:23])=[CH:18][CH:17]=2)[CH:7]=[N:6]1)([CH3:4])([CH3:3])[CH3:2].N1C=CC=CC=1.[C:32]1([CH3:42])[CH:37]=[CH:36][C:35]([S:38](Cl)(=[O:40])=[O:39])=[CH:34][CH:33]=1>C(OCC)(=O)C>[C:1]([N:5]1[C:10](=[O:11])[C:9]([CH2:12][O:13][S:38]([C:35]2[CH:36]=[CH:37][C:32]([CH3:42])=[CH:33][CH:34]=2)(=[O:40])=[O:39])=[C:8]([S:14][CH2:15][C:16]2[CH:17]=[CH:18][C:19]([C:22]([CH3:25])([CH3:24])[CH3:23])=[CH:20][CH:21]=2)[CH:7]=[N:6]1)([CH3:4])([CH3:3])[CH3:2]. Reported procedure: To a 15 ml round bottom flask charged with 2-tert-butyl-4-hydoxymethyl-5-(4-tert-butylbenzyl)thio-3(2H)-pyridazinone (1.0 g, 2.77 mmol) is added pyridine. p-Toluenesulfonyl chloride (0.79 g, 4.15 mmol) is then added to it and the mixture stirred for 4 hours. The reaction mixture is diluted with ethyl acetate, washed with 5% copper sulfate solution and then with water and dried. After removing the solvent on the rotary evaporator the crude is purified by flash chromatography using (silica gel; et... The reactants are N#Cc1cccc(CBr)c1, Cc1nc(-c2ccn[nH]2)sc1C(=O)NCc1cccnc1. The product is Cc1nc(-c2ccn(Cc3cccc(C#N)c3)n2)sc1C(=O)NCc1cccnc1. As a reaction SMILES: [Br:22][CH2:23][c:24]1[cH:25][c:26]([C:27]#[N:28])[cH:29][cH:30][cH:31]1.[n:1]1[cH:2][c:3]([CH2:7][NH:8][C:9](=[O:10])[c:11]2[c:12]([CH3:21])[n:13][c:14](-[c:16]3[nH:17][n:18][cH:19][cH:20]3)[s:15]2)[cH:4][cH:5][cH:6]1>>[n:1]1[cH:2][c:3]([CH2:7][NH:8][C:9](=[O:10])[c:11]2[c:12]([CH3:21])[n:13][c:14](-[c:16]3[n:17][n:18]([CH2:23][c:24]4[cH:25][c:26]([C:27]#[N:28])[cH:29][cH:30][cH:31]4)[cH:19][cH:20]3)[s:15]2)[cH:4][cH:5][cH:6]1. Starting materials: C(#N)C1=C(C=CC=C1)C1=CC=C(C=C1)C=O (2'-cyanobiphenyl-4-carbaldehyde), Cl.COC([C@@H](N)[C@@H](C)CC)=O ((L)-isoleucine methyl ester hydrochloride), C(#N)[BH3-].[Na+] (sodium cyanoborohydride). The solvent is C(C)(=O)OCC.CCCCCC (ethyl acetate hexane). Yields the product COC([C@@H](NCC1=CC=C(C=C1)C1=C(C=CC=C1)C#N)[C@@H](C)CC)=O (N-[(2'-cyanobiphenyl-4-yl)methyl]-(L)-isoleucine methyl ester). Reaction SMILES: [C:1]([C:3]1[CH:8]=[CH:7][CH:6]=[CH:5][C:4]=1[C:9]1[CH:14]=[CH:13][C:12]([CH:15]=O)=[CH:11][CH:10]=1)#[N:2].Cl.[CH3:18][O:19][C:20](=[O:27])[C@H:21]([C@H:23]([CH2:25][CH3:26])[CH3:24])[NH2:22].C([BH3-])#N.[Na+]>C(OCC)(=O)C.CCCCCC>[CH3:18][O:19][C:20](=[O:27])[C@H:21]([C@H:23]([CH2:25][CH3:26])[CH3:24])[NH:22][CH2:15][C:12]1[CH:11]=[CH:10][C:9]([C:4]2[CH:5]=[CH:6][CH:7]=[CH:8][C:3]=2[C:1]#[N:2])=[CH:14][CH:13]=1 |f:1.2,3.4,5.6|. Procedure details: The starting material can be obtained, for example, analogously to Example 1b): The reaction of 2.0 g of 2'-cyanobiphenyl-4-carbaldehyde, 9.6 g of molecular sieve 5 A, 1.76 g of (L)-isoleucine methyl ester hydrochloride and 680 mg of sodium cyanoborohydride yields N-[(2'-cyanobiphenyl-4-yl)methyl]-(L)-isoleucine methyl ester after flash chromatography (ethyl acetate/hexane 1:3). 1H-NMR (DMSO): 1.21 ppm (d, 3H), 3.63 ppm (s, 3H), 3.75 (dd, 1H), 4.56 ppm (d, 2H), 4.58 ppm (d, 2H), 5.31 ppm (t, 1H)... The reactants are C1(CCCCC1)N=C=NC1CCCCC1 (Dicyclohexylcarbodiimide), NC1([C@@H]2N(C(=C(CS2)CSC2=NN=NN2C)C(=O)OC(C2=CC=CC=C2)C2=CC=CC=C2)C1=O)OC (diphenylmethyl 7-amino-7-methoxy-3-(1-methyl-1H-tetrazol-5-yl)thiomethyl-3-cephem-4-carboxylate), CON=C(C(=O)O)C=1N=NSC1 (2-methoxyimino-2-(1,2,3-thiadiazol-4-yl)acetic acid). Solvent: O1CCCC1 (tetrahydrofuran). Reaction conditions: time 2 day. The product is CON=C(C(=O)NC1([C@@H]2N(C(=C(CS2)CSC2=NN=NN2C)C(=O)OC(C2=CC=CC=C2)C2=CC=CC=C2)C1=O)OC)C=1N=NSC1 (diphenylmethyl 7-[2-methoxyimino-2-(1,2,3-thiadiazol-4-yl)acetamido]-7-methoxy-3-(1-methyl-1H-tetrazol-5-yl)thiomethyl-3-cephem-4-carboxylate). Yield: 64.1%. RXN SMILES: C1(N=C=NC2CCCCC2)CCCCC1.[NH2:16][C:17]1([O:50][CH3:51])[C:48](=[O:49])[N:19]2[C:20]([C:32]([O:34][CH:35]([C:42]3[CH:47]=[CH:46][CH:45]=[CH:44][CH:43]=3)[C:36]3[CH:41]=[CH:40][CH:39]=[CH:38][CH:37]=3)=[O:33])=[C:21]([CH2:24][S:25][C:26]3[N:30]([CH3:31])[N:29]=[N:28][N:27]=3)[CH2:22][S:23][C@H:18]12.[CH3:52][O:53][N:54]=[C:55]([C:59]1[N:60]=[N:61][S:62][CH:63]=1)[C:56](O)=[O:57]>O1CCCC1>[CH3:52][O:53][N:54]=[C:55]([C:59]1[N:60]=[N:61][S:62][CH:63]=1)[C:56]([NH:16][C:17]1([O:50][CH3:51])[C:48](=[O:49])[N:19]2[C:20]([C:32]([O:34][CH:35]([C:36]3[CH:41]=[CH:40][CH:39]=[CH:38][CH:37]=3)[C:42]3[CH:43]=[CH:44][CH:45]=[CH:46][CH:47]=3)=[O:33])=[C:21]([CH2:24][S:25][C:26]3[N:30]([CH3:31])[N:29]=[N:28][N:27]=3)[CH2:22][S:23][C@H:18]12)=[O:57]. Reported procedure: Dicyclohexylcarbodiimide (0.99 g.) was added at ambient temperature to a solution of diphenylmethyl 7-amino-7-methoxy-3-(1-methyl-1H-tetrazol-5-yl)thiomethyl-3-cephem-4-carboxylate (2.1 g.) in dry tetrahydrofuran (20 ml.) and then 2-methoxyimino-2-(1,2,3-thiadiazol-4-yl)acetic acid (syn isomer) (0.9 g.) was added thereto at ambient temperature to give white precipitates. After stirring for 2 days at ambient temperature, the precipitates were filtered off and the filtrate was concentrated under r... Solvent: C1(=CC=CC=C1)C (toluene). Run at temperature 90 celsius, time 2.5 day. RXN SMILES: [Br:1][C:2]1[CH:3]=[CH:4][CH:5]=[C:6]2[C:11]=1[N:10]=[C:9](Cl)[N:8]=[CH:7]2.[C:13]1([C:19](B(O)O)=[CH2:20])[CH:18]=[CH:17][CH:16]=[CH:15][CH:14]=1.C(=O)([O-])[O-].[K+].[K+]>C1(C)C=CC=CC=1.C1C=CC([P]([Pd]([P](C2C=CC=CC=2)(C2C=CC=CC=2)C2C=CC=CC=2)([P](C2C=CC=CC=2)(C2C=CC=CC=2)C2C=CC=CC=2)[P](C2C=CC=CC=2)(C2C=CC=CC=2)C2C=CC=CC=2)(C2C=CC=CC=2)C2C=CC=CC=2)=CC=1>[Br:1][C:2]1[CH:3]=[CH:4][CH:5]=[C:6]2[C:11]=1[N:10]=[C:9]([C:19]([C:13]1[CH:18]=[CH:17][CH:16]=[CH:15][CH:14]=1)=[CH2:20])[N:8]=[CH:7]2 |f:2.3.4,^1:40,42,61,80|. The yield is 14.9%. The reagents and catalysts are C=1C=CC(=CC1)[P](C=2C=CC=CC2)(C=3C=CC=CC3)[Pd]([P](C=4C=CC=CC4)(C=5C=CC=CC5)C=6C=CC=CC6)([P](C=7C=CC=CC7)(C=8C=CC=CC8)C=9C=CC=CC9)[P](C=1C=CC=CC1)(C=1C=CC=CC1)C=1C=CC=CC1 (Pd(PPh3)4). The product is BrC=1C=CC=C2C=NC(=NC12)C(=C)C1=CC=CC=C1 (8-bromo-2-(1-phenylvinyl)quinazoline). Starting materials: BrC=1C=CC=C2C=NC(=NC12)Cl (8-bromo-2-chloroquinazoline), C1(=CC=CC=C1)C(=C)B(O)O ((1-phenylvinyl)boronic acid), C([O-])([O-])=O.[K+].[K+] (potassium carbonate). Reported procedure: A suspension of 8-bromo-2-chloroquinazoline (Ark Pharm, Inc., Libertyville, Ill.; 2.00 g, 8.21 mmol), (1-phenylvinyl)boronic acid (Aldrich; 1.215 g, 8.21 mmol), potassium carbonate (2.384 g, 17.25 mmol), and Pd(PPh3)4 (0.190 g, 0.164 mmol) in toluene (75 mL) was stirred under argon at 90° C. for 2.5 d. The reaction was cooled to 25° C. and partitioned between EtOAc (200 mL) and water (100 mL). The organic layer was separated, sequentially washed with water (2×80 mL) and brine (80 mL), dried over... Starting materials: BrC=1C=NN(C1C=1C=C(SC1Cl)C(=O)N[C@H](CNC(OC(C)(C)C)=O)CC1=C(C=CC=C1)C(F)(F)F)C (1,1-dimethylethyl {(2S)-2-({[4-(4-bromo-1-methyl-1H-pyrazol-5-yl)-5-chloro-2-thienyl]carbonyl}amino)-3-[2-(trifluoromethyl)phenyl]propyl}carbamate), C(=O)(C(F)(F)F)O.C(Cl)Cl (TFA DCM). Conditions: temperature 25 celsius, time 30 minute. The product is NC[C@H](CC1=C(C=CC=C1)C(F)(F)F)NC(=O)C=1SC(=C(C1)C1=C(C=NN1C)Cl)Cl (N-((1S)-2-amino-1-{[2-(trifluoromethyl)phenyl]methyl}ethyl)-5-chloro-4-(4-chloro-1-methyl-1H-pyrazol-5-yl)-2-thiophenecarboxamide). As a reaction SMILES: Br[C:2]1[CH:3]=[N:4][N:5]([CH3:37])[C:6]=1[C:7]1[CH:8]=[C:9]([C:13]([NH:15][C@@H:16]([CH2:26][C:27]2[CH:32]=[CH:31][CH:30]=[CH:29][C:28]=2[C:33]([F:36])([F:35])[F:34])[CH2:17][NH:18]C(=O)OC(C)(C)C)=[O:14])[S:10][C:11]=1[Cl:12].C(O)(C(F)(F)F)=O.C(Cl)[Cl:46]>>[NH2:18][CH2:17][C@@H:16]([NH:15][C:13]([C:9]1[S:10][C:11]([Cl:12])=[C:7]([C:6]2[N:5]([CH3:37])[N:4]=[CH:3][C:2]=2[Cl:46])[CH:8]=1)=[O:14])[CH2:26][C:27]1[CH:32]=[CH:31][CH:30]=[CH:29][C:28]=1[C:33]([F:36])([F:35])[F:34] |f:1.2|. Reported procedure: 1,1-dimethylethyl {(2S)-2-({[4-(4-bromo-1-methyl-1H-pyrazol-5-yl)-5-chloro-2-thienyl]carbonyl}amino)-3-[2-(trifluoromethyl)phenyl]propyl}carbamate (crude from part a) was dissolved in TFA-DCM (3 mL, 1:2) and stirred at 25° C. After 30 min, the solution was concentrated and the residue neutralized through a silica plug (5% MeOH in DCM (1% NH4OH)) affording the free base of the title compound. Reaction SMILES: [CH:1]12[CH2:10][CH:5]3[CH2:6][CH:7]([CH2:9][CH:3]([CH2:4]3)[C:2]1=[C:11]1[C:15]([CH3:17])([CH3:16])[O:14][C:13]([C:18]3[CH:23]=[CH:22][CH:21]=[C:20]([O:24]C)[CH:19]=3)=[N:12]1)[CH2:8]2.B(I)(I)I.O>C(Cl)Cl>[CH:1]12[CH2:10][CH:5]3[CH2:6][CH:7]([CH2:9][CH:3]([CH2:4]3)[C:2]1=[C:11]1[C:15]([CH3:17])([CH3:16])[O:14][C:13]([C:18]3[CH:23]=[CH:22][CH:21]=[C:20]([OH:24])[CH:19]=3)=[N:12]1)[CH2:8]2. Starting materials: C12C(C3CC(CC(C1)C3)C2)=C2N=C(OC2(C)C)C2=CC(=CC=C2)OC (4-adamantylidene-2-(3'-methoxyphenyl)-5,5-dimethyl-oxazoline), B(I)(I)I (boron triiodide), O (water), O (water). Conditions: time 4 hour. Product: C12C(C3CC(CC(C1)C3)C2)=C2N=C(OC2(C)C)C2=CC(=CC=C2)O (4-Adamantylidene-2-(3'-hydroxyphenyl)-5,5-dimethyl-oxazoline). Run in C(Cl)Cl (methylene chloride). Procedure details: A solution of 7 mmol 4-adamantylidene-2-(3'-methoxyphenyl)-5,5-dimethyl-oxazoline in 20 ml absolute methylene chloride is added dropwise to a solution of 14 mmol boron triiodide while stirring at -25° C. with the exclusion of air and water. The mixture is heated to room temperature within one hour and stirred for a further 4 h. After admixing with 50 ml water the organic phase is separated and dried over sodium sulfate. The solvent is removed by distillation. The oily residue is separated by col...